This data is from the Open Reaction Database (ORD), a public repository of structured organic reaction records. The task is: describe an organic reaction: reactants, conditions, products, and yield Yield: 67.3%. Product: BrCC=1C(=NN(C1F)C)C(F)(F)F (4-bromomethyl-5-fluoro-1-methyl-3-trifluoromethyl-1H-pyrazole). Starting materials: P(Br)(Br)Br (phosphorus tribromide), FC1=C(C(=NN1C)C(F)(F)F)C=O (5-fluoro-1-methyl-3-trifluoromethyl-1H-pyrazole-4-carboaldehyde), O (water). Run in C(C)OCC (diethyl ether), C(C)OCC (diethyl ether). Procedure details: A solution of 35.4 g (178.7 mmoles) of 5-fluoro-1-methyl-3-trifluoromethyl-1H-pyrazole-4-carboaldehyde dissolved in 500 ml of diethyl ether was cooled to −30° C. Thereto was added 54.0 g (199.5 mmoles) of phosphorus tribromide. The mixture was stirred at room temperature for 12 hours to give rise to a reaction. After confirmation of the completion of the reaction, the reaction mixture was poured into water and extraction with diethyl ether was conducted. The resulting organic layer was washed wi... Reaction SMILES: [F:1][C:2]1[N:6]([CH3:7])[N:5]=[C:4]([C:8]([F:11])([F:10])[F:9])[C:3]=1[CH:12]=O.P(Br)(Br)[Br:15].O>C(OCC)C>[Br:15][CH2:12][C:3]1[C:4]([C:8]([F:11])([F:10])[F:9])=[N:5][N:6]([CH3:7])[C:2]=1[F:1]. Reaction conditions: temperature -30 celsius, time 12 hour. Starting materials: CCO, CC1(NC(=O)C(F)(F)F)CN(c2c(F)cc3c(=O)c(C(=O)O)cn(C4CC4)c3c2F)C1, [Na+], [OH-]. Product: CC1(N)CN(c2c(F)cc3c(=O)c(C(=O)O)cn(C4CC4)c3c2F)C1. As a reaction SMILES: [CH3:34][CH2:35][OH:36].[CH:1]1([n:4]2[cH:5][c:6]([C:29](=[O:30])[OH:31])[c:7](=[O:28])[c:8]3[cH:9][c:10]([F:27])[c:11]([N:15]4[CH2:16][C:17]([NH:19][C:20](=[O:21])[C:22]([F:23])([F:24])[F:25])([CH3:26])[CH2:18]4)[c:12]([F:14])[c:13]23)[CH2:2][CH2:3]1.[Na+:33].[OH-:32]>>[CH:1]1([n:4]2[cH:5][c:6]([C:29](=[O:30])[OH:31])[c:7](=[O:28])[c:8]3[cH:9][c:10]([F:27])[c:11]([N:15]4[CH2:16][C:17]([NH2:19])([CH3:26])[CH2:18]4)[c:12]([F:14])[c:13]23)[CH2:2][CH2:3]1.